Dataset: the Open Reaction Database (ORD), a public repository of structured organic reaction records. Task: describe an organic reaction: reactants, conditions, products, and yield Reactants: solution, C(C1=CC=CC=C1)[Mg]Cl (benzyl magnesium chloride), CC1=C(SC=C1)C=O (3-methyl-2-thiophenecarboxaldehyde), solution, C[Si](C)(C)[N-][Si](C)(C)C.[Li+] (lithium bis(trimethylsilyl)amide), [Cl-].[NH4+] (ammonium chloride). The solvent is C(C)OCC (diethyl ether), O1CCCC1 (tetrahydrofuran), O1CCCC1 (tetrahydrofuran). Reaction conditions: temperature 0 celsius, time 20 minute. The product is Cl.CC1=C(SC=C1)C(CC1=CC=CC=C1)N (α-(3-Methyl-2-thienyl)benzeneethanamine hydrochloride). Reaction SMILES: [CH3:1][C:2]1[CH:6]=[CH:5][S:4][C:3]=1[CH:7]=O.C[Si]([N-][Si](C)(C)C)(C)C.[Li+].[CH2:19]([Mg][Cl:27])[C:20]1[CH:25]=[CH:24][CH:23]=[CH:22][CH:21]=1.[Cl-].[NH4+:29]>O1CCCC1.C(OCC)C>[ClH:27].[CH3:1][C:2]1[CH:6]=[CH:5][S:4][C:3]=1[CH:7]([NH2:29])[CH2:19][C:20]1[CH:25]=[CH:24][CH:23]=[CH:22][CH:21]=1 |f:1.2,4.5,8.9|. Reported procedure: To a stirred solution of 50 g (0.40 mol) of 3-methyl-2-thiophenecarboxaldehyde in 150 ml of dry tetrahydrofuran at 0° C. was added dropwise 476 ml (0.47 mol) of a 1M solution of lithium bis(trimethylsilyl)amide in tetrahydrofuran over a 2 hour period. After stirring the mixture an additional 20 minutes at 0° C., 476 ml (0.47 mol) of a 1M solution of benzyl magnesium chloride in diethyl ether was added dropwise over a 2 hour period. The resulting mixture was allowed to warm to ambient temperature... Reactants: COC=1C(=C2C(=CC=NC2=C(C1)[N+](=O)[O-])C)OCCCCCCCCCC1=CC=CC=C1 (6-methoxy-4-methyl-8nitro-5-(9-phenylnonoxy) quinoline), O(CCCC)CCCC (n-Bu2O). Reagents/catalysts: [Fe] (Fe). The solvent is O (H2O). Reaction conditions: temperature 80 celsius. Yields the product NC=1C=C(C(=C2C(=CC=NC12)C)OCCCCCCCCCC1=CC=CC=C1)OC (8-amino-6-methoxy-4-methyl-5-(9-phenylnonoxy) quinoline). Yield: 64.0%. As a reaction SMILES: [CH3:1][O:2][C:3]1[C:4]([O:17][CH2:18][CH2:19][CH2:20][CH2:21][CH2:22][CH2:23][CH2:24][CH2:25][CH2:26][C:27]2[CH:32]=[CH:31][CH:30]=[CH:29][CH:28]=2)=[C:5]2[C:10](=[C:11]([N+:13]([O-])=O)[CH:12]=1)[N:9]=[CH:8][CH:7]=[C:6]2[CH3:16].O(CCCC)CCCC>[Fe].O>[NH2:13][C:11]1[CH:12]=[C:3]([O:2][CH3:1])[C:4]([O:17][CH2:18][CH2:19][CH2:20][CH2:21][CH2:22][CH2:23][CH2:24][CH2:25][CH2:26][C:27]2[CH:32]=[CH:31][CH:30]=[CH:29][CH:28]=2)=[C:5]2[C:10]=1[N:9]=[CH:8][CH:7]=[C:6]2[CH3:16]. Reported procedure: A stirred mixture of 6-methoxy-4-methyl-8nitro-5-(9-phenylnonoxy) quinoline (11 g, 0.025 mol), degreased 40 mesh Fe filings (30 g), H2O (100 ml), HOA c (20 ml) and n-Bu2O (20 ml) was heated at 80° C. for 2 h, cooled and filtered. The solid residue and the filtrate were thoroughly extracted with warm Et2O and the combined extracts were dried (Na2SO4), treated with Darco, and concentrated. The resulting solid was dissolved in pet ether (Darco) and cooled in dry ice--Me2CO to give 6.5 g (64) of 8-a... Reactants: O=CC1CN(C(CC2CCC2)C(=O)O)CC1c1ccccc1, Cl, O=C(O)C(CC1CCC1)N1CC(CN2CCC(CCCc3ccc(F)c(F)c3)CC2)C(c2ccccc2)C1, Fc1ccc(CCCC2CCNCC2)cc1. Product: O=C(O)C(CC1CCC1)N1CC(CN2CCC(CCCc3ccc(F)cc3)CC2)C(c2ccccc2)C1. RXN SMILES: [CH:1]([CH:2]1[CH:3]([c:4]2[cH:5][cH:6][cH:7][cH:8][cH:9]2)[CH2:10][N:11]([CH:12]([CH2:13][CH:14]2[CH2:15][CH2:16][CH2:17]2)[C:18]([OH:19])=[O:20])[CH2:21]1)=[O:22].[ClH:77].[F:23][c:24]1[cH:25][c:26]([CH2:31][CH2:32][CH2:33][CH:34]2[CH2:35][CH2:36][N:37]([CH2:40][CH:41]3[CH2:42][N:43]([CH:52]([C:53](=[O:54])[OH:55])[CH2:56][CH:57]4[CH2:58][CH2:59][CH2:60]4)[CH2:44][CH:45]3[c:46]3[cH:47][cH:48][cH:49][cH:50][cH:51]3)[CH2:38][CH2:39]2)[cH:27][cH:28][c:29]1[F:30].[F:61][c:62]1[cH:63][cH:64][c:65]([CH2:66][CH2:67][CH2:68][CH:69]2[CH2:70][CH2:71][NH:72][CH2:73][CH2:74]2)[cH:75][cH:76]1>>[cH:24]1[cH:25][c:26]([CH2:31][CH2:32][CH2:33][CH:34]2[CH2:35][CH2:36][N:37]([CH2:40][CH:41]3[CH2:42][N:43]([CH:52]([C:53](=[O:54])[OH:55])[CH2:56][CH:57]4[CH2:58][CH2:59][CH2:60]4)[CH2:44][CH:45]3[c:46]3[cH:47][cH:48][cH:49][cH:50][cH:51]3)[CH2:38][CH2:39]2)[cH:27][cH:28][c:29]1[F:30]. The reactants are [Al+3], [Cl-], [Cl-], [Cl-], ClCCl, CSc1ccccc1F, O=C(Cl)Cc1ccccc1. Product: CSc1ccc(C(=O)Cc2ccccc2)cc1F. Reaction SMILES: [Al+3:11].[Cl-:10].[Cl-:12].[Cl-:13].[Cl:24][CH2:25][Cl:26].[F:1][c:2]1[c:3]([S:8][CH3:9])[cH:4][cH:5][cH:6][cH:7]1.[c:14]1([CH2:20][C:21](=[O:22])[Cl:23])[cH:15][cH:16][cH:17][cH:18][cH:19]1>>[F:1][c:2]1[c:3]([S:8][CH3:9])[cH:4][cH:5][c:6]([C:21]([CH2:20][c:14]2[cH:15][cH:16][cH:17][cH:18][cH:19]2)=[O:22])[cH:7]1. The reactants are O=C1CCC(=O)N1Br, CCOC(C)=O, CCCC(C(=O)OCC)c1c(C)nc2ccnn2c1Cl, ClCCl. The product is CCCC(C(=O)OCC)c1c(C)nc2c(Br)cnn2c1Cl. Reaction SMILES: [Br:21][N:22]1[C:23](=[O:24])[CH2:25][CH2:26][C:27]1=[O:28].[CH3:32][CH2:33][O:34][C:35](=[O:36])[CH3:37].[Cl:1][c:2]1[c:3]([CH:12]([C:13](=[O:14])[O:15][CH2:16][CH3:17])[CH2:18][CH2:19][CH3:20])[c:4]([CH3:11])[n:5][c:6]2[n:7]1[n:8][cH:9][cH:10]2.[Cl:29][CH2:30][Cl:31]>>[Cl:1][c:2]1[c:3]([CH:12]([C:13](=[O:14])[O:15][CH2:16][CH3:17])[CH2:18][CH2:19][CH3:20])[c:4]([CH3:11])[n:5][c:6]2[n:7]1[n:8][cH:9][c:10]2[Br:21].